From a dataset of the Open Reaction Database (ORD), a public repository of structured organic reaction records. describe an organic reaction: reactants, conditions, products, and yield Starting materials: O=C([O-])O, CCOC1CC2CONC2(c2ccccc2F)C1, CCOC(C)=O, CC(=O)O, [Na+], [Zn]. Yields the product CCOC1CC(CO)C(N)(c2ccccc2F)C1. As a reaction SMILES: [C:19](=[O:20])([OH:21])[O-:22].[CH2:1]([CH3:2])[O:3][CH:4]1[CH2:5][CH:6]2[C:7]([c:12]3[c:13]([F:18])[cH:14][cH:15][cH:16][cH:17]3)([NH:8][O:9][CH2:10]2)[CH2:11]1.[CH3:24][CH2:25][O:26][C:27](=[O:28])[CH3:29].[CH3:30][C:31](=[O:32])[OH:33].[Na+:23].[Zn:34]>>[CH2:1]([CH3:2])[O:3][CH:4]1[CH2:5][CH:6]([CH2:10][OH:9])[C:7]([NH2:8])([c:12]2[c:13]([F:18])[cH:14][cH:15][cH:16][cH:17]2)[CH2:11]1. Reactants: BrC1=NC=CC(=C1)C (2-bromo-4-methylpyridine), CC1=C(C=C(C=C1)B(O)O)[N+](=O)[O-] (4-methyl-3-nitrophenylboronic acid), aqueous solution, C([O-])([O-])=O.[Na+].[Na+] (sodium carbonate). Isolated yield 66.3%. The product is CC1=CC(=NC=C1)C1=CC(=C(C=C1)C)[N+](=O)[O-] (4-(4-methylpyridin-2-yl)-2-nitrotoluene). Solvent: COCCOC (1,2-dimethoxyethane), C(C)(=O)OCC (ethyl acetate). The reagents and catalysts are [Pd].C1(=CC=CC=C1)P(C1=CC=CC=C1)C1=CC=CC=C1.C1(=CC=CC=C1)P(C1=CC=CC=C1)C1=CC=CC=C1.C1(=CC=CC=C1)P(C1=CC=CC=C1)C1=CC=CC=C1.C1(=CC=CC=C1)P(C1=CC=CC=C1)C1=CC=CC=C1 (tetrakis(triphenylphosphine)-palladium). Reaction SMILES: Br[C:2]1[CH:7]=[C:6]([CH3:8])[CH:5]=[CH:4][N:3]=1.[CH3:9][C:10]1[CH:15]=[CH:14][C:13](B(O)O)=[CH:12][C:11]=1[N+:19]([O-:21])=[O:20].C(=O)([O-])[O-].[Na+].[Na+]>COCCOC.C(OCC)(=O)C.[Pd].C1(P(C2C=CC=CC=2)C2C=CC=CC=2)C=CC=CC=1.C1(P(C2C=CC=CC=2)C2C=CC=CC=2)C=CC=CC=1.C1(P(C2C=CC=CC=2)C2C=CC=CC=2)C=CC=CC=1.C1(P(C2C=CC=CC=2)C2C=CC=CC=2)C=CC=CC=1>[CH3:8][C:6]1[CH:5]=[CH:4][N:3]=[C:2]([C:13]2[CH:14]=[CH:15][C:10]([CH3:9])=[C:11]([N+:19]([O-:21])=[O:20])[CH:12]=2)[CH:7]=1 |f:2.3.4,7.8.9.10.11|. Reaction conditions: temperature 80 celsius, time 12 hour. Procedure: To a suspension of 2-bromo-4-methylpyridine (5.16 g), 4-methyl-3-nitrophenylboronic acid (7.06 g) and tetrakis(triphenylphosphine)-palladium (1.73 g) in 1,2-dimethoxyethane (100 ml) was added 2M aqueous solution of sodium carbonate (39 ml). The mixture was stirred at 80° C. for 12 hours under a nitrogen atmosphere, then cooled to room temperature and diluted with ethyl acetate. The organic layer was separated, washed with water and brine and dried over sodium sulfate. The solvent was evaporated ...